Dataset: the Open Reaction Database (ORD), a public repository of structured organic reaction records. Task: describe an organic reaction: reactants, conditions, products, and yield Reactants: C(CO)(=O)OCCCC (butyl glycolate), [H-].[Na+] (sodium hydride), ClC1=C(CN2CCC(=C(CC2)C=O)Cl)C=CC=C1 (1-(2-chlorobenzyl)-4-chloro-5-formyl-2,3,6,7-tetrahydro-1H-azepine), ice. Run in O1CCOCC1 (dioxane), O1CCOCC1 (dioxane). Conditions: time 2 hour. Yields the product ClC1=C(CN2CCC3=C(CC2)C=C(O3)C(=O)OCCCC)C=CC=C1 (Butyl 6-(2-chlorobenzyl)-5,6,7,8-tetrahydro-4H-furo[2,3-d]azepine-2-carboxylate). As a reaction SMILES: [C:1]([O:5][CH2:6][CH2:7][CH2:8][CH3:9])(=[O:4])[CH2:2][OH:3].[H-].[Na+].[Cl:12][C:13]1[CH:29]=[CH:28][CH:27]=[CH:26][C:14]=1[CH2:15][N:16]1[CH2:22][CH2:21][C:20]([CH:23]=O)=[C:19](Cl)[CH2:18][CH2:17]1>O1CCOCC1>[Cl:12][C:13]1[CH:29]=[CH:28][CH:27]=[CH:26][C:14]=1[CH2:15][N:16]1[CH2:22][CH2:21][C:20]2[CH:23]=[C:2]([C:1]([O:5][CH2:6][CH2:7][CH2:8][CH3:9])=[O:4])[O:3][C:19]=2[CH2:18][CH2:17]1 |f:1.2|. Procedure: 2.0 gm (0.015 mol) of butyl glycolate were slowly added dropwise, while vigorously stirring, to a suspension of 0.72 gm (0.015 mol) of 50% sodium hydride in 10 ml of absolute dioxane at room temperature while dry nitrogen was introduced. The temperature of the intensely foaming reaction mixture was kept below 30° C. by cooling with ice-cold water, as needed. After 11/2 hours of stirring at room temperature, a solution of 2.84 gm (0.010 mol) of 1-(2-chlorobenzyl)-4-chloro-5-formyl-2,3,6,7-tetrahy... The reactants are O (water), [OH-].[Na+] (sodium hydroxide), C(C)(C)NC(CC=1C(NCCC2C1C1=CC=C(C=C1CC2)OC)=O)C (1-(2-isopropylaminopropyl)-9-methoxy-3,4,5,5a,6,7-hexahydro-2H-naphth[1,2-d]azepin-2-one), solution, B(Br)(Br)Br (boron tribromide). Run in C(Cl)Cl (methylene chloride), C(Cl)Cl (methylene chloride). Conditions: time 8 hour. Yields the product C(C)(C)NC(CC=1C(NCCC2C1C1=CC=C(C=C1CC2)O)=O)C (1-(2-isopropylaminopropyl)-9-hydroxy-3,4,5,5a,6,7-hexahydro- 2H-naphth[1,2-d]azepin-2-one). As a reaction SMILES: [CH:1]([NH:4][CH:5]([CH3:25])[CH2:6][C:7]1[C:8](=[O:24])[NH:9][CH2:10][CH2:11][CH:12]2[CH2:21][CH2:20][C:19]3[C:14](=[CH:15][CH:16]=[C:17]([O:22]C)[CH:18]=3)[C:13]=12)([CH3:3])[CH3:2].B(Br)(Br)Br.O.[OH-].[Na+]>C(Cl)Cl>[CH:1]([NH:4][CH:5]([CH3:25])[CH2:6][C:7]1[C:8](=[O:24])[NH:9][CH2:10][CH2:11][CH:12]2[CH2:21][CH2:20][C:19]3[C:14](=[CH:15][CH:16]=[C:17]([OH:22])[CH:18]=3)[C:13]=12)([CH3:3])[CH3:2] |f:3.4|. Procedure: The solution of 7.5 g of the slow moving 1-(2-isopropylaminopropyl)-9-methoxy-3,4,5,5a,6,7-hexahydro-2H-naphth[1,2-d]azepin-2-one (Example 1) in 125 ml of methylene chloride is added slowly to 125 ml of a stirred 10 percent solution of boron tribromide in methylene chloride, precooled in a dry ice-acetone bath. The mixture is allowed to warm to room temperature slowly and is stirred overnight. It is cooled in an ice bath, 100 ml of water and 100 ml of 3 N aqueous sodium hydroxide are added and s... Reagents/catalysts: [Pd] (Pd/C). As a reaction SMILES: [C:1]([C:3]1[CH:11]=[CH:10][CH:9]=[C:8]2[C:4]=1[C:5](=[O:30])[N:6]([CH:13]([C:19]1[CH:24]=[CH:23][C:22]([O:25][CH3:26])=[C:21]([O:27][CH2:28][CH3:29])[CH:20]=1)[CH2:14][S:15]([CH3:18])(=[O:17])=[O:16])[C:7]2=[O:12])#[N:2].[H][H].O.[ClH:34]>CO.C(O)C.[Pd]>[ClH:34].[NH2:2][CH2:1][C:3]1[CH:11]=[CH:10][CH:9]=[C:8]2[C:4]=1[C:5](=[O:30])[N:6]([CH:13]([C:19]1[CH:24]=[CH:23][C:22]([O:25][CH3:26])=[C:21]([O:27][CH2:28][CH3:29])[CH:20]=1)[CH2:14][S:15]([CH3:18])(=[O:17])=[O:16])[C:7]2=[O:12] |f:7.8|. Product: Cl.NCC1=C2C(N(C(C2=CC=C1)=O)C(CS(=O)(=O)C)C1=CC(=C(C=C1)OC)OCC)=O (4-(aminomethyl)-2-[1-(3-ethoxy-4-methoxyphenyl)-2-methylsulfonylethyl]isoindoline-1,3-dione hydrochloride). Starting materials: [H][H] (hydrogen), C(#N)C1=C2C(N(C(C2=CC=C1)=O)C(CS(=O)(=O)C)C1=CC(=C(C=C1)OC)OCC)=O (4-cyano-2-[1-(3-ethoxy-4-methoxyphenyl)-2-methylsulfonylethyl]isoindoline-1,3-dione), Cl (hydrochloric acid), O (water). Solvent: CO (methanol), C(C)O (ethanol). Reported procedure: A mixture of 4-cyano-2-[1-(3-ethoxy-4-methoxyphenyl)-2-methylsulfonylethyl]isoindoline-1,3-dione (0.5 g, 1.17 mmol) and 10%Pd/C (0.15 g) in 4 N hydrochloric acid (1 mL) and methanol (40 mL) was hydrogenated in Parr Shaker apparatus under 50 psi of hydrogen overnight. To the resulting slurry was added water (2 mL) to dissolve the product. The reaction mixture was then filtered through Celite and the filtrate was concentrated in vacuo. The residue was slurried in ethyl acetate (10 mL) to afford 0.... Yield: 80.0%. Starting materials: C1CCOC1, COC(=O)C1COCCC1NS(=O)(=O)c1ccc(OCc2cc(C)nc3ccccc23)cc1, CO, CCOC(C)=O, Cl, [Li+], [OH-], O. Yields the product Cc1cc(COc2ccc(S(=O)(=O)NC3CCOCC3C(=O)O)cc2)c2ccccc2n1. RXN SMILES: [CH2:37]1[O:38][CH2:39][CH2:40][CH2:41]1.[CH3:1][O:2][C:3](=[O:4])[CH:5]1[CH2:6][O:7][CH2:8][CH2:9][CH:10]1[NH:11][S:12](=[O:13])(=[O:14])[c:15]1[cH:16][cH:17][c:18]([O:21][CH2:22][c:23]2[cH:24][c:25]([CH3:33])[n:26][c:27]3[cH:28][cH:29][cH:30][cH:31][c:32]23)[cH:19][cH:20]1.[CH3:42][OH:43].[CH3:45][CH2:46][O:47][C:48](=[O:49])[CH3:50].[ClH:36].[Li+:34].[OH-:35].[OH2:44]>>[O:2]=[C:3]([OH:4])[CH:5]1[CH2:6][O:7][CH2:8][CH2:9][CH:10]1[NH:11][S:12](=[O:13])(=[O:14])[c:15]1[cH:16][cH:17][c:18]([O:21][CH2:22][c:23]2[cH:24][c:25]([CH3:33])[n:26][c:27]3[cH:28][cH:29][cH:30][cH:31][c:32]23)[cH:19][cH:20]1. The reactants are [Al+3], CCO, CCCCCC, [Cl-], [Cl-], [Cl-], CC(C)CC(C(=O)O)N1C(=O)c2ccccc2C1=O, O, O=S(Cl)Cl, c1ccccc1. The product is CC(C)CC(C(=O)c1ccccc1)N1C(=O)c2ccccc2C1=O. RXN SMILES: [Al+3:31].[CH3:34][CH2:35][OH:36].[CH3:37][CH2:38][CH2:39][CH2:40][CH2:41][CH3:42].[Cl-:30].[Cl-:32].[Cl-:33].[O:5]=[C:6]1[N:7]([CH:16]([C:17](=[O:18])[OH:19])[CH2:20][CH:21]([CH3:22])[CH3:23])[C:8](=[O:15])[c:9]2[cH:10][cH:11][cH:12][cH:13][c:14]21.[OH2:43].[S:1]([Cl:2])([Cl:3])=[O:4].[cH:24]1[cH:25][cH:26][cH:27][cH:28][cH:29]1>>[O:5]=[C:6]1[N:7]([CH:16]([C:17](=[O:19])[c:24]2[cH:25][cH:26][cH:27][cH:28][cH:29]2)[CH2:20][CH:21]([CH3:22])[CH3:23])[C:8](=[O:15])[c:9]2[cH:10][cH:11][cH:12][cH:13][c:14]21. The product is N#Cc1c(NCCc2ccncc2)cccc1Oc1ccc(-c2cn(C3CCOC3)c3ncnc(N)c23)cc1. RXN SMILES: [C:41](=[O:42])([O-:43])[O-:44].[CH3:47][N:48]([CH3:49])[CH:50]=[O:51].[F:23][c:24]1[c:25]([C:26]#[N:27])[c:28]([NH:32][CH2:33][CH2:34][c:35]2[cH:36][cH:37][n:38][cH:39][cH:40]2)[cH:29][cH:30][cH:31]1.[K+:45].[K+:46].[NH2:1][c:2]1[c:3]2[c:4]([n:5][cH:6][n:7]1)[n:8]([CH:18]1[CH2:19][O:20][CH2:21][CH2:22]1)[cH:9][c:10]2-[c:11]1[cH:12][cH:13][c:14]([OH:17])[cH:15][cH:16]1.[OH2:52]>>[NH2:1][c:2]1[c:3]2[c:4]([n:5][cH:6][n:7]1)[n:8]([CH:18]1[CH2:19][O:20][CH2:21][CH2:22]1)[cH:9][c:10]2-[c:11]1[cH:12][cH:13][c:14]([O:17][c:24]2[c:25]([C:26]#[N:27])[c:28]([NH:32][CH2:33][CH2:34][c:35]3[cH:36][cH:37][n:38][cH:39][cH:40]3)[cH:29][cH:30][cH:31]2)[cH:15][cH:16]1. The reactants are O=C([O-])[O-], CN(C)C=O, N#Cc1c(F)cccc1NCCc1ccncc1, [K+], [K+], Nc1ncnc2c1c(-c1ccc(O)cc1)cn2C1CCOC1, O. Reactants: C(C)N1CCOCC1 (N-ethylmorpholine), C1CCC(CC1)N=C=NC2CCCCC2 (DCC), N([C@@H](CC1=CC=C(C=C1)OC(C)(C)C)C(=O)O)C(=O)OCC1=CC=CC=C1 (Z-Tyr(But)-OH), NCC(=O)OCC.Cl (H-Gly-OEt.HCl), C=1C=CC2=C(C1)N=NN2O (HOBt). The solvent is CN(C=O)C (dimethylformamide). Reaction conditions: temperature 0 celsius, time 2 hour. Yields the product N([C@@H](CC1=CC=C(C=C1)OC(C)(C)C)C(=O)NCC(=O)OCC)C(=O)OCC1=CC=CC=C1 (Z-Tyr(But)-Gly-OEt). RXN SMILES: C(N1CCOCC1)C.C1CCC(N=C=NC2CCCCC2)CC1.[NH:24]([C:41]([O:43][CH2:44][C:45]1[CH:50]=[CH:49][CH:48]=[CH:47][CH:46]=1)=[O:42])[C@H:25]([C:38](O)=[O:39])[CH2:26][C:27]1[CH:32]=[CH:31][C:30]([O:33][C:34]([CH3:37])([CH3:36])[CH3:35])=[CH:29][CH:28]=1.[NH2:51][CH2:52][C:53]([O:55][CH2:56][CH3:57])=[O:54].Cl.C1C=CC2N(O)N=NC=2C=1>CN(C)C=O>[NH:24]([C:41]([O:43][CH2:44][C:45]1[CH:46]=[CH:47][CH:48]=[CH:49][CH:50]=1)=[O:42])[C@H:25]([C:38]([NH:51][CH2:52][C:53]([O:55][CH2:56][CH3:57])=[O:54])=[O:39])[CH2:26][C:27]1[CH:28]=[CH:29][C:30]([O:33][C:34]([CH3:35])([CH3:37])[CH3:36])=[CH:31][CH:32]=1 |f:3.4|. Reported procedure: 6.4 ml (50 mmoles) of N-ethylmorpholine and 11.33 g (55 mmoles) of DCC are added at 0° C. and while stirring to a solution of 18.55 g (50 mmoles) of Z-Tyr(But)-OH, 6.98 g (50 mmoles) of H-Gly-OEt.HCl and 6.75 g (50 mmoles) of HOBt in 75 ml of dimethylformamide. The mixture is stirred for 2 hours at 0° C. and is allowed to stand overnight at room temperature. The precipitate is filtered off and the filtrate is concentrated in a high vacuum. The residue is partitioned between ethyl acetate and wat... Reactants: CCO, CCOC(=O)CCN(C)C(=O)c1ccc(NC(c2oc3ccc(OC4CCSCC4)cc3c2C)C2CCCCC2)cc1, [Na+], [OH-]. Yields the product Cc1c(C(Nc2ccc(C(=O)N(C)CCC(=O)O)cc2)C2CCCCC2)oc2ccc(OC3CCSCC3)cc12. Reaction SMILES: [CH3:45][CH2:46][OH:47].[CH:1]1([CH:7]([c:8]2[o:9][c:10]3[c:11]([c:12]2[CH3:13])[cH:14][c:15]([O:18][CH:19]2[CH2:20][CH2:21][S:22][CH2:23][CH2:24]2)[cH:16][cH:17]3)[NH:25][c:26]2[cH:27][cH:28][c:29]([C:32](=[O:33])[N:34]([CH2:35][CH2:36][C:37](=[O:38])[O:39][CH2:40][CH3:41])[CH3:42])[cH:30][cH:31]2)[CH2:2][CH2:3][CH2:4][CH2:5][CH2:6]1.[Na+:44].[OH-:43]>>[CH:1]1([CH:7]([c:8]2[o:9][c:10]3[c:11]([c:12]2[CH3:13])[cH:14][c:15]([O:18][CH:19]2[CH2:20][CH2:21][S:22][CH2:23][CH2:24]2)[cH:16][cH:17]3)[NH:25][c:26]2[cH:27][cH:28][c:29]([C:32](=[O:33])[N:34]([CH2:35][CH2:36][C:37](=[O:38])[OH:39])[CH3:42])[cH:30][cH:31]2)[CH2:2][CH2:3][CH2:4][CH2:5][CH2:6]1.